Dataset: the Open Reaction Database (ORD), a public repository of structured organic reaction records. Task: describe an organic reaction: reactants, conditions, products, and yield Reactants: ClC(=O)OC (methyl chloroformate), COC(C(=O)C1=C(C=CC=C1)CN(C)C)=O (o-(N,N-dimethylaminomethyl)-phenylglyoxylic acid methyl ester). The solvent is C1(=CC=CC=C1)C (toluene). Reaction conditions: time 8 hour. Product: COC(C(=O)C1=C(C=CC=C1)CCl)=O (o-Chloromethyl-Phenylglyoxylic Acid Methyl Ester). The yield is 82.0%. Reaction SMILES: [Cl:1]C(OC)=O.[CH3:6][O:7][C:8](=[O:21])[C:9]([C:11]1[CH:16]=[CH:15][CH:14]=[CH:13][C:12]=1[CH2:17]N(C)C)=[O:10]>C1(C)C=CC=CC=1>[CH3:6][O:7][C:8](=[O:21])[C:9]([C:11]1[CH:16]=[CH:15][CH:14]=[CH:13][C:12]=1[CH2:17][Cl:1])=[O:10]. Procedure details: 15.9 g of methyl chloroformate (165 mmol) are added at from 20 to 25° C. to a solution of 18.3 g of o-(N,N-dimethylaminomethyl)-phenylglyoxylic acid methyl ester Va (content 88.6%; 73.3 mol) in 100 ml of toluene. The reaction mixture is stirred at RT overnight, heated at 60° C. for 1 h, cooled and concentrated by evaporation in vacuo. 15.3 g (content 83%; yield 82%) of product are obtained. Reactants: CCOC(=O)Cl, ClCCl, COc1nc2cc(F)ccc2nc1N, c1ccncc1. The product is CCOC(=O)Nc1nc2ccc(F)cc2nc1OC. RXN SMILES: [Cl:15][C:16](=[O:17])[O:18][CH2:19][CH3:20].[Cl:27][CH2:28][Cl:29].[NH2:1][c:2]1[n:3][c:4]2[cH:5][cH:6][c:7]([F:14])[cH:8][c:9]2[n:10][c:11]1[O:12][CH3:13].[cH:21]1[cH:22][cH:23][n:24][cH:25][cH:26]1>>[NH:1]([c:2]1[n:3][c:4]2[cH:5][cH:6][c:7]([F:14])[cH:8][c:9]2[n:10][c:11]1[O:12][CH3:13])[C:16](=[O:17])[O:18][CH2:19][CH3:20]. Reactants: FC1=CC=C(C=C1)C(=O)N1CC=2C=C(C=NC2CC1)C=C ((4-Fluorophenyl)(3-vinyl-7,8-dihydro-1,6-naphthyridin-6(5H)-yl)methanone), C(Cl)Cl.CO (CH2Cl2 MeOH), [BH4-].[Na+] (Sodium borohydride). Solvent: CO (MeOH). Reaction conditions: time 1 hour. Yields the product FC1=CC=C(C=C1)C(=O)N1CC=2C=C(C=NC2CC1)CO ((4-Fluorophenyl)(3-(hydroxymethyl)-7,8-dihydro-1,6-naphthyridin-6(5H)-yl)methanone). Reaction SMILES: [F:1][C:2]1[CH:7]=[CH:6][C:5]([C:8]([N:10]2[CH2:19][CH2:18][C:17]3[N:16]=[CH:15][C:14]([CH:20]=C)=[CH:13][C:12]=3[CH2:11]2)=[O:9])=[CH:4][CH:3]=1.[BH4-].[Na+].C(Cl)Cl.C[OH:28]>CO>[F:1][C:2]1[CH:7]=[CH:6][C:5]([C:8]([N:10]2[CH2:19][CH2:18][C:17]3[N:16]=[CH:15][C:14]([CH2:20][OH:28])=[CH:13][C:12]=3[CH2:11]2)=[O:9])=[CH:4][CH:3]=1 |f:1.2,3.4|. Procedure details: (4-Fluorophenyl)(3-vinyl-7,8-dihydro-1,6-naphthyridin-6(5H)-yl)methanone (50 mg, 0.2 mmol; prepared as described above) was dissolved in CH2Cl2:MeOH (9:1, 15 mL) and cooled in a dry ice/acetone bath. Ozone was bubbled through the solution for 3 min and the reaction was allowed to warm to RT as then purged with an air inlet for 5 min. Sodium borohydride (65 mg, 1.7 mmol) in MeOH (10 mL) was added and the reaction allowed to stir for 1 h. The reaction mixture was concentrated, partitioned between ... Reactants: C(CCO)O (trimethylene glycol), O1C(OCCC1)CCC1CCC(CC1)CCO (2-(4-(1,3-dioxan-2-ylethyl)cyclohexyl)ethanol), Cl (HCl), Grignard reagent, FC=1C=C(C=CC1OC(F)(F)F)Br (3-fluoro-4-trifluoromethoxybromobenzene), Mg. Run in CCOCC (ether), CCOCC (ether). Run at temperature 0 celsius, time 3 hour. The product is O1C(OCCC1)CCC1CCC(CC1)C=CC1=CC(=C(C=C1)OC(F)(F)F)F (2-(4-(1,3-dioxan-2-ylethyl)cyclohexyl)vinyl-3-fluoro-4-trifluoromethoxybenzene). Yield: 52.3%. RXN SMILES: [F:1][C:2]1[CH:3]=[C:4](Br)[CH:5]=[CH:6][C:7]=1[O:8][C:9]([F:12])([F:11])[F:10].[O:14]1[CH2:19][CH2:18][CH2:17][O:16][CH:15]1[CH2:20][CH2:21][CH:22]1[CH2:27][CH2:26][CH:25]([CH2:28][CH2:29]O)[CH2:24][CH2:23]1.Cl.C(O)CCO>CCOCC>[O:14]1[CH2:19][CH2:18][CH2:17][O:16][CH:15]1[CH2:20][CH2:21][CH:22]1[CH2:23][CH2:24][CH:25]([CH:28]=[CH:29][C:4]2[CH:5]=[CH:6][C:7]([O:8][C:9]([F:12])([F:11])[F:10])=[C:2]([F:1])[CH:3]=2)[CH2:26][CH2:27]1. Reported procedure: A Grignard reagent prepared from 3-fluoro-4-trifluoromethoxybromobenzene (9.3 g, 38.7 mmol) and dried Mg (0.97 g 39.9 mmol) in a 50 ml ether solvent, was cooled down 0° C., followed by dropwise adding thereto, a 40 ml ether solution of the above 2-(4-(1,3-dioxan-2-ylethyl)cyclohexyl)ethanol (6.3 g, 26.2 mmol), heating the mixture up to room temperature, stirring it for 3 hours, adding this reaction solution to 6N HCl (100 ml), extracting the resulting product with ethyl acetate, washing the extr...